Task: describe an organic reaction: reactants, conditions, products, and yield. Dataset: the Open Reaction Database (ORD), a public repository of structured organic reaction records Reactants: Clc1ccc(-c2nn(Cc3ccccc3)c3c2CCNCC3)cc1, C=O, CC(=O)O, ClCCCl, ClCCl. The product is CN1CCc2c(-c3ccc(Cl)cc3)nn(Cc3ccccc3)c2CC1. RXN SMILES: [CH2:1]([c:2]1[cH:3][cH:4][cH:5][cH:6][cH:7]1)[n:8]1[n:9][c:10](-[c:18]2[cH:19][cH:20][c:21]([Cl:24])[cH:22][cH:23]2)[c:11]2[c:17]1[CH2:16][CH2:15][NH:14][CH2:13][CH2:12]2.[CH2:29]=[O:30].[CH3:25][C:26](=[O:27])[OH:28].[Cl:31][CH2:32][CH2:33][Cl:34].[Cl:35][CH2:36][Cl:37]>>[CH2:1]([c:2]1[cH:3][cH:4][cH:5][cH:6][cH:7]1)[n:8]1[n:9][c:10](-[c:18]2[cH:19][cH:20][c:21]([Cl:24])[cH:22][cH:23]2)[c:11]2[c:17]1[CH2:16][CH2:15][N:14]([CH3:25])[CH2:13][CH2:12]2.